Dataset: the Open Reaction Database (ORD), a public repository of structured organic reaction records. Task: describe an organic reaction: reactants, conditions, products, and yield Starting materials: CCOC(=O)c1cc2c(Oc3ccc(C)cc3N)cccc2[nH]1, CN(C)C=O, CCOCC, CC(C)(C)ON=O. The product is CCOC(=O)c1cc2c(Oc3ccc(C)cc3)cccc2[nH]1. As a reaction SMILES: [CH2:8]([CH3:9])[O:10][C:11](=[O:12])[c:13]1[nH:14][c:15]2[cH:16][cH:17][cH:18][c:19]([O:22][c:23]3[c:24]([NH2:30])[cH:25][c:26]([CH3:29])[cH:27][cH:28]3)[c:20]2[cH:21]1.[CH3:31][N:32]([CH3:33])[CH:34]=[O:35].[CH3:36][CH2:37][O:38][CH2:39][CH3:40].[N:1]([O:2][C:3]([CH3:4])([CH3:5])[CH3:6])=[O:7]>>[CH2:8]([CH3:9])[O:10][C:11](=[O:12])[c:13]1[nH:14][c:15]2[cH:16][cH:17][cH:18][c:19]([O:22][c:23]3[cH:24][cH:25][c:26]([CH3:29])[cH:27][cH:28]3)[c:20]2[cH:21]1.